From a dataset of the Open Reaction Database (ORD), a public repository of structured organic reaction records. describe an organic reaction: reactants, conditions, products, and yield Reactants: COC(CC1=CC2=CC=C(C=C2C(=C1)O)F)=O ((6-fluoro-4-hydroxy-naphthalen-2-yl)-acetic acid methyl ester), C(C)S(=O)(=O)C1=CC=C(C=C1)F (1-ethanesulfonyl-4-fluoro-benzene), C([O-])([O-])=O.[K+].[K+] (potassium carbonate). Run at temperature 100 celsius, time 8 hour. The product is COC(CC1=CC2=CC=C(C=C2C(=C1)OC1=CC=C(C=C1)S(=O)(=O)CC)F)=O ([4-(4-ethanesulfonyl-phenoxy)-6-fluoro-naphthalen-2-yl]-acetic acid methyl ester). Yield: 80.0%. Reaction SMILES: [CH3:1][O:2][C:3](=[O:17])[CH2:4][C:5]1[CH:14]=[C:13]([OH:15])[C:12]2[C:7](=[CH:8][CH:9]=[C:10]([F:16])[CH:11]=2)[CH:6]=1.[CH2:18]([S:20]([C:23]1[CH:28]=[CH:27][C:26](F)=[CH:25][CH:24]=1)(=[O:22])=[O:21])[CH3:19].C(=O)([O-])[O-].[K+].[K+]>>[CH3:1][O:2][C:3](=[O:17])[CH2:4][C:5]1[CH:14]=[C:13]([O:15][C:26]2[CH:25]=[CH:24][C:23]([S:20]([CH2:18][CH3:19])(=[O:22])=[O:21])=[CH:28][CH:27]=2)[C:12]2[C:7](=[CH:8][CH:9]=[C:10]([F:16])[CH:11]=2)[CH:6]=1 |f:2.3.4|. Procedure: A sealed tube containing (6-fluoro-4-hydroxy-naphthalen-2-yl)-acetic acid methyl ester (49 mg, 0.21 mmol), 1-ethanesulfonyl-4-fluoro-benzene (87 mg, 0.427 mmol), and potassium carbonate (73 mg, 0.53 mmol) was evacuated and filled with nitrogen. Anhydrous N,N-dimethylformamide (2 mL) was added. After being stirred at 100° C. overnight, the mixture was cooled to room temperature, then diluted with water (10 mL), and extracted with ethyl acetate (10 mL×2). The combined organic layers were washed wi... The reactants are [Si](C)(C)(C(C)(C)C)N(CC=C)CC1=CC=CC=C1 (N-t-butyldimethylsilyl-N-benzyl-N-allylamine), C[SiH](OCC)OCC (methyldiethoxysilane). Reagents/catalysts: [Pt].C(=C)[Si](O[Si](C)(C)C=C)(C)C (platinum 1,3-divinyl-1,1,3,3-tetramethyldisiloxane). The solvent is C1(=CC=CC=C1)C (toluene). Run at temperature 50 celsius, time 1 hour. Yields the product [Si](C)(C)(C(C)(C)C)N(CCC[Si](OCC)(OCC)C)CC1=CC=CC=C1 (N-t-butyldimethylsilyl-N-benzyl-3-aminopropylmethyldiethoxysilane). Reaction SMILES: [Si:1]([N:8]([CH2:12][C:13]1[CH:18]=[CH:17][CH:16]=[CH:15][CH:14]=1)[CH2:9][CH:10]=[CH2:11])([C:4]([CH3:7])([CH3:6])[CH3:5])([CH3:3])[CH3:2].[CH3:19][SiH:20]([O:24][CH2:25][CH3:26])[O:21][CH2:22][CH3:23]>[Pt].C([Si](C)(C)O[Si](C=C)(C)C)=C.C1(C)C=CC=CC=1>[Si:1]([N:8]([CH2:12][C:13]1[CH:14]=[CH:15][CH:16]=[CH:17][CH:18]=1)[CH2:9][CH2:10][CH2:11][Si:20]([CH3:19])([O:24][CH2:25][CH3:26])[O:21][CH2:22][CH3:23])([C:4]([CH3:7])([CH3:5])[CH3:6])([CH3:3])[CH3:2] |f:2.3|. Procedure details: A flask equipped with a stirrer, reflux condenser, dropping funnel and thermometer was charged with 26.2 g (0.1 mol) of N-t-butyldimethylsilyl-N-benzyl-N-allylamine and 0.07 g of a toluene solution of platinum/1,3-divinyl-1,1,3,3-tetramethyldisiloxane complex (Pt concentration 3 wt %) and heated at 50° C. Once the internal temperature became steady, 13.4 g (0.1 mol) of methyldiethoxysilane was added dropwise over 1 hour. Stirring was continued at the temperature for a further 1 hour. The reactio... Starting materials: C1CCOC1, [Li]CCCC, CS(=O)(=O)N1CCN(Cc2cc3c(N4CCOCC4)nc(Cl)nc3s2)CC1, Clc1nc(N2CCOCC2)c2ccsc2n1, CN(C)C=O. Product: O=Cc1cc2c(N3CCOCC3)nc(Cl)nc2s1. Reaction SMILES: [CH2:54]1[O:55][CH2:56][CH2:57][CH2:58]1.[CH3:44][CH2:45][CH2:46][CH2:47][Li:48].[Cl:1][c:2]1[n:3][c:4]([N:22]2[CH2:23][CH2:24][O:25][CH2:26][CH2:27]2)[c:5]2[c:6]([n:7]1)[s:8][c:9]([CH2:11][N:12]1[CH2:13][CH2:14][N:15]([S:16]([CH3:17])(=[O:18])=[O:19])[CH2:20][CH2:21]1)[cH:10]2.[Cl:28][c:29]1[n:30][c:31]([N:32]2[CH2:33][CH2:34][O:41][CH2:35][CH2:36]2)[c:37]2[cH:38][cH:39][s:40][c:42]2[n:43]1.[O:49]=[CH:50][N:51]([CH3:52])[CH3:53]>>[Cl:1][c:2]1[n:3][c:4]([N:22]2[CH2:23][CH2:24][O:25][CH2:26][CH2:27]2)[c:5]2[c:6]([n:7]1)[s:8][c:9]([CH:11]=[O:41])[cH:10]2.